Dataset: the Open Reaction Database (ORD), a public repository of structured organic reaction records. Task: describe an organic reaction: reactants, conditions, products, and yield Starting materials: C=C1CC(=O)O1 (diketene), NC1C(CCC1)C(=O)OCC (1-amino-2-carbethoxy-cyclopentane). Run in C1=CC=CC=C1 (benzene). Run at temperature 20 celsius, time 72 hour. Yields the product C(=O)(OCC)C1C(CCC1)NC(CC(C)=O)=O (N-(2-carbethoxycyclopentyl)-acetylacetamide). Isolated yield 55.9%. As a reaction SMILES: [CH2:1]=[C:2]1[O:6][C:4](=[O:5])[CH2:3]1.[NH2:7][CH:8]1[CH2:12][CH2:11][CH2:10][CH:9]1[C:13]([O:15][CH2:16][CH3:17])=[O:14]>C1C=CC=CC=1>[C:13]([CH:9]1[CH2:10][CH2:11][CH2:12][CH:8]1[NH:7][C:4](=[O:5])[CH2:3][C:2](=[O:6])[CH3:1])([O:15][CH2:16][CH3:17])=[O:14]. Procedure details: 4.8 g of diketene were added to a mixture of 9 g of 1-amino-2-carbethoxy-cyclopentane and 90 ml of benzene and after stirring for 72 hours at 20° C., the mixture was evaporated to dryness under reduced pressure. The residue was chromatographed over silica gel and was eluted with an 8-2 methylene chloride-acetone mixture to obtain 7.7 g of N-(2-carbethoxycyclopentyl)-acetylacetamide with a refractive index of ND22 =1.487. 6.3 g of the latter product and 0.25 g of p-toluene sulfonic acid were adde... The reactants are [BH3-]C#N, CC(=O)O, CC#N, OCCCC1CCNCC1, [Na+]. Product: CN1CCC(CCCO)CC1. As a reaction SMILES: [C:11]([BH3-:12])#[N:13].[CH3:15][C:16](=[O:17])[OH:18].[CH3:19][C:20]#[N:21].[NH:1]1[CH2:2][CH2:3][CH:4]([CH2:7][CH2:8][CH2:9][OH:10])[CH2:5][CH2:6]1.[Na+:14]>>[N:1]1([CH3:11])[CH2:2][CH2:3][CH:4]([CH2:7][CH2:8][CH2:9][OH:10])[CH2:5][CH2:6]1.